This data is from the Open Reaction Database (ORD), a public repository of structured organic reaction records. The task is: describe an organic reaction: reactants, conditions, products, and yield Starting materials: C(C)(C)(C)[Si](OCCOC=1C(=CC(=C(C1)NC1=NN=C2COC[C@H](N21)C2=CC=C(C=C2)F)C)Cl)(C)C ({5-[2-(tert-butyl-dimethyl-silanyloxy)-ethoxy]-4-chloro-2-methyl-phenyl}-[(R)-5-(4-fluoro-phenyl)-5,6-dihydro-8H-[1,2,4]triazolo[3,4-c][1,4]oxazin-3-yl]-amine), Cl (HCl). Solvent: CO (MeOH). Reaction conditions: time 10 minute. Yields the product ClC1=C(OCCO)C=C(C(=C1)C)NC1=NN=C2COC[C@H](N21)C2=CC=C(C=C2)F (2-{2-Chloro-5-[(R)-5-(4-fluoro-phenyl)-5,6-dihydro-8H-[1,2,4]triazolo[3,4-c][1,4]oxazin-3-ylamino]-4-methyl-phenoxy}-ethanol). Isolated yield 94.8%. As a reaction SMILES: C([Si](C)(C)[O:6][CH2:7][CH2:8][O:9][C:10]1[C:11]([Cl:34])=[CH:12][C:13]([CH3:33])=[C:14]([NH:16][C:17]2[N:25]3[C:20]([CH2:21][O:22][CH2:23][C@H:24]3[C:26]3[CH:31]=[CH:30][C:29]([F:32])=[CH:28][CH:27]=3)=[N:19][N:18]=2)[CH:15]=1)(C)(C)C.Cl>CO>[Cl:34][C:11]1[CH:12]=[C:13]([CH3:33])[C:14]([NH:16][C:17]2[N:25]3[C:20]([CH2:21][O:22][CH2:23][C@H:24]3[C:26]3[CH:31]=[CH:30][C:29]([F:32])=[CH:28][CH:27]=3)=[N:19][N:18]=2)=[CH:15][C:10]=1[O:9][CH2:8][CH2:7][OH:6]. Procedure details: To a stirring room temperature solution of {5-[2-(tert-butyl-dimethyl-silanyloxy)-ethoxy]-4-chloro-2-methyl-phenyl}-[(R)-5-(4-fluoro-phenyl)-5,6-dihydro-8H-[1,2,4]triazolo[3,4-c][1,4]oxazin-3-yl]-amine (700 mg, 1.31 mmol) in MeOH (20 mL) was added 6N aqueous HCl (1.5 mL). The mixture was stirred at room temperature for 10 minutes and then concentrated to dryness under reduced pressure. The residue was partitioned between saturated aqueous sodium carbonate and EtOAc. The organic layer was separat... Reaction SMILES: [Br:1][CH:2]([C:3](=[O:4])[NH:5][c:6]1[s:7][c:8]([CH2:11][c:12]2[c:13]([Cl:18])[cH:14][cH:15][cH:16][cH:17]2)[cH:9][n:10]1)[c:19]1[cH:20][cH:21][cH:22][cH:23][cH:24]1.[CH3:25][NH:26][CH3:27].[CH3:28][N:29]([CH3:30])[CH:31]=[O:32]>>[CH:2]([C:3](=[O:4])[NH:5][c:6]1[s:7][c:8]([CH2:11][c:12]2[c:13]([Cl:18])[cH:14][cH:15][cH:16][cH:17]2)[cH:9][n:10]1)([c:19]1[cH:20][cH:21][cH:22][cH:23][cH:24]1)[N:26]([CH3:25])[CH3:27]. Product: CN(C)C(C(=O)Nc1ncc(Cc2ccccc2Cl)s1)c1ccccc1. Starting materials: O=C(Nc1ncc(Cc2ccccc2Cl)s1)C(Br)c1ccccc1, CNC, CN(C)C=O. Reactants: O (water), BrC=1C2=C(C=C3CCCN(C13)CCOC)CCN(CC2)C(C(F)(F)F)=O (1-[11-bromo-1-(2-methoxyethyl)-1,2,3,4,6,7,9,10-octahydro-8H-azepino[4,5-g]quinoline-8-yl]-2,2,2-trifluoroethanone), FC(C(=O)[O-])(F)F.[Na+] (sodium trifluoroacetate), CN1C(CCC1)=O (N-methylpyrrolidone). Reagents/catalysts: [Cu](I)I (copper iodide). The solvent is C(C)(=O)OCC (ethyl acetate). Conditions: temperature 170 celsius, time 18 hour. Yields the product FC(C(=O)N1CCC=2C=C3CCCN(C3=C(C2CC1)C(F)(F)F)CCOC)(F)F (2,2,2-trifluoro-1-[1-(2-methoxyethyl)-11-(trifluoromethyl)-1,2,3,4,6,7,9,10-octahydro-8H-azepino[4,5-g]quinoline-8-yl]ethanone). The yield is 20.5%. Reaction SMILES: Br[C:2]1[C:3]2[CH2:20][CH2:19][N:18]([C:21](=[O:26])[C:22]([F:25])([F:24])[F:23])[CH2:17][CH2:16][C:4]=2[CH:5]=[C:6]2[C:11]=1[N:10]([CH2:12][CH2:13][O:14][CH3:15])[CH2:9][CH2:8][CH2:7]2.[F:27][C:28]([F:33])([F:32])C([O-])=O.[Na+].CN1CCCC1=O.O>[Cu](I)I.C(OCC)(=O)C>[F:25][C:22]([F:24])([F:23])[C:21]([N:18]1[CH2:19][CH2:20][C:3]2[C:2]([C:28]([F:33])([F:32])[F:27])=[C:11]3[C:6]([CH2:7][CH2:8][CH2:9][N:10]3[CH2:12][CH2:13][O:14][CH3:15])=[CH:5][C:4]=2[CH2:16][CH2:17]1)=[O:26] |f:1.2|. Procedure: 1.1946 g of 1-[11-bromo-1-(2-methoxyethyl)-1,2,3,4,6,7,9,10-octahydro-8H-azepino[4,5-g]quinoline-8-yl]-2,2,2-trifluoroethanone, 2.2395 g of sodium trifluoroacetate, and 1.568 g of copper iodide were added to 24 ml of N-methylpyrrolidone under an argon atmosphere, followed by stirring at 170° C. for 18 hours. To the reaction mixture were added water and ethyl acetate, and filtered through celite was performed. The filtrate was subjected to liquid separation, the organic layer was washed with satu... Reactants: C(c1ccccc1)Oc1c(cc(C=O)cc1F)F, CC1=CN=C(C=C1)N, [C-]#[N+]C1CCCCC1. Reagents/catalysts: O=C(O)C(F)(F)F (trifluoroacetic acid). The solvent is CC(C)O (isopropyl alcohol), CC(C)O (isopropylalcohol). Reaction conditions: temperature 22 celsius, time 20 hour. Product: Cc1ccc2nc(c3cc(c(c(c3)F)OCc3ccccc3)F)c(NC3CCCCC3)n2c1. Isolated yield 2.9%. RXN SMILES: CC1=CC=C(N)N=C1.[C-]#[N+]C1CCCCC1.FC1=CC(C=O)=CC(F)=C1OCC1=CC=CC=C1>>CC1=CN2C(C=C1)=NC(=C2NC1CCCCC1)C1=CC(F)=C(OCC2=CC=CC=C2)C(F)=C1. Reactants: CCO, ClCc1cnccn1, Cl, Cl, NCCS, [Na]. Yields the product NCCSCc1cnccn1, Cl. RXN SMILES: [CH3:16][CH2:17][OH:18].[Cl:1][CH2:2][c:3]1[n:4][cH:5][cH:6][n:7][cH:8]1.[ClH:10].[ClH:15].[NH2:11][CH2:12][CH2:13][SH:14].[Na:9]>>[CH2:2]([c:3]1[n:4][cH:5][cH:6][n:7][cH:8]1)[S:14][CH2:13][CH2:12][NH2:11].[ClH:1]. Reactants: [Br-].C1(=CC=CC=C1)C1=NOC(=C1)C[N+]12CN3CN(CN(C1)C3)C2 (1-[(3-phenyl-5-isoxazolyl)methyl]-3,5,7-triaza-1-azoniaadamantane bromide), Cl (hydrochloric acid). The product is NCC1=CC(=NO1)C1=CC=CC=C1 (5-aminomethyl-3-phenylisoxazole). Reaction SMILES: [Br-].[C:2]1([C:8]2[CH:12]=[C:11]([CH2:13][N+:14]34CN5CN(CN(C5)C3)C4)[O:10][N:9]=2)[CH:7]=[CH:6][CH:5]=[CH:4][CH:3]=1.Cl>>[NH2:14][CH2:13][C:11]1[O:10][N:9]=[C:8]([C:2]2[CH:3]=[CH:4][CH:5]=[CH:6][CH:7]=2)[CH:12]=1 |f:0.1|. Procedure: A 10 g. portion of the product of Example 4 was reacted with hydrochloric acid as above to obtain 1.1 g. of the desired product, m.p. 50°.